This data is from the Open Reaction Database (ORD), a public repository of structured organic reaction records. The task is: describe an organic reaction: reactants, conditions, products, and yield Reactants: CS(=O)(=O)OC1=NC(=CC=C1)C=1SC2=C(C(N1)=O)C=CC=C2 (6-(4-oxo-4H-1,3-benzothiazin-2-yl)-2-pyridyl methanesulfonate), C(C)(=O)OCC (ethyl acetate), C(CS)(=O)OC (Methyl thioglycolate), [H-].[Na+] (sodium hydride). The solvent is CN(C)C=O (DMF), O (water). Reaction conditions: time 18 hour. Yields the product O=C1N=C(SC2=C1C=CC=C2)C2=CC=CC(=N2)CSCC(=O)OC (Methyl ({[6-(4-oxo-4H-1,3-benzothiazin-2-yl)-2-pyridyl]methyl}thio)acetate). Yield: 51.0%. Reaction SMILES: [C:1]([O:5][CH3:6])(=[O:4])[CH2:2][SH:3].[H-].[Na+].CS(O[C:14]1[CH:19]=[CH:18][CH:17]=[C:16]([C:20]2[S:21][C:22]3[CH:30]=[CH:29][CH:28]=[CH:27][C:23]=3[C:24](=[O:26])[N:25]=2)[N:15]=1)(=O)=O.[C:31](OCC)(=O)C>CN(C=O)C.O>[O:26]=[C:24]1[C:23]2[CH:27]=[CH:28][CH:29]=[CH:30][C:22]=2[S:21][C:20]([C:16]2[N:15]=[C:14]([CH2:31][S:3][CH2:2][C:1]([O:5][CH3:6])=[O:4])[CH:19]=[CH:18][CH:17]=2)=[N:25]1 |f:1.2|. Reported procedure: Methyl thioglycolate (0.35 g, 3.30 mmol) and sodium hydride (60% in oil, 0.15 g, 3.60 mmol) were dissolved in DMF (30 ml), and 6-(4-oxo-4H-1,3-benzothiazin-2-yl)-2-pyridyl methanesulfonate (1.05 g, 3.00 mmol) was added thereto. The reaction mixture was stirred at room temperature for 18 hrs and combined with ethyl acetate and water. The organic layer was washed with saturated brine and dried over anhydrous magnesium sulfate. The solvent was evaporated and the residue was recrystallized from etha... Reported procedure: The title compound was prepared as described in Example 278, substituting 2-cyclopentylacetyl chloride for acetyl chloride and 4-nitroaniline for 5-amino-N-(4-(propylcarbamoyl)phenyl)isoindoline-2-carboxamide. Reactants: C(C)(=O)Cl (acetyl chloride), [N+](=O)([O-])C1=CC=C(N)C=C1 (4-nitroaniline), NC=1C=C2CN(CC2=CC1)C(=O)NC1=CC=C(C=C1)C(NCCC)=O (5-amino-N-(4-(propylcarbamoyl)phenyl)isoindoline-2-carboxamide). The product is C1(CCCC1)CC(=O)NC1=CC=C(C=C1)[N+](=O)[O-] (2-cyclopentyl-N-(4-nitrophenyl)acetamide). RXN SMILES: C(Cl)(=O)C.[N+:5]([C:8]1[CH:14]=[CH:13][C:11]([NH2:12])=[CH:10][CH:9]=1)([O-:7])=[O:6].NC1C=C2C(=CC=1)CN(C(N[C:28]1[CH:33]=[CH:32][C:31]([C:34](=[O:39])NCCC)=[CH:30][CH:29]=1)=O)C2>>[CH:30]1([CH2:31][C:34]([NH:12][C:11]2[CH:13]=[CH:14][C:8]([N+:5]([O-:7])=[O:6])=[CH:9][CH:10]=2)=[O:39])[CH2:29][CH2:28][CH2:33][CH2:32]1. The reactants are ClC1=CC=C(S1)CN1C[C@@H](OCC1)CN (1-{(2S)-4-[(5-Chlorothien-2-yl)methyl]morpholin-2-yl}methanamine), CS(=O)(=O)NC=1C=C(C=CC1)CC(=O)O ({3-[(Methylsulfonyl)amino]phenyl}acetic acid). The product is ClC1=CC=C(S1)CN1C[C@@H](OCC1)CNC(CC1=CC(=CC=C1)NS(=O)(=O)C)=O (N-({(2S)-4-[(5-Chlorothien-2-yl)methyl]morpholin-2-yl}methyl)-2-{3-[(methylsulfonyl)amino]phenyl}acetamide). Yield: 55.0%. Reaction SMILES: [Cl:1][C:2]1[S:6][C:5]([CH2:7][N:8]2[CH2:13][CH2:12][O:11][C@@H:10]([CH2:14][NH2:15])[CH2:9]2)=[CH:4][CH:3]=1.[CH3:16][S:17]([NH:20][C:21]1[CH:22]=[C:23]([CH2:27][C:28](O)=[O:29])[CH:24]=[CH:25][CH:26]=1)(=[O:19])=[O:18]>>[Cl:1][C:2]1[S:6][C:5]([CH2:7][N:8]2[CH2:13][CH2:12][O:11][C@@H:10]([CH2:14][NH:15][C:28](=[O:29])[CH2:27][C:23]3[CH:24]=[CH:25][CH:26]=[C:21]([NH:20][S:17]([CH3:16])(=[O:18])=[O:19])[CH:22]=3)[CH2:9]2)=[CH:4][CH:3]=1. Reported procedure: Example 49 was prepared in an analogous manner to Example 44 using a mixture of Intermediate 14 (0.1 g) and Intermediate 18 (0.1 g) to give the title compound (0.102 g). The reactants are CC(=O)[O-], CC(=O)[O-], O=CO, CS(=O)(=O)c1ccc2c(C(=O)c3ccc(F)cc3)c(OS(=O)(=O)C(F)(F)F)ccc2c1, CN(C)C=O, [Pd+2], c1ccc(P(CCCP(c2ccccc2)c2ccccc2)c2ccccc2)cc1. Yields the product CS(=O)(=O)c1ccc2c(C(=O)c3ccc(F)cc3)cccc2c1. RXN SMILES: [C:69]([O-:70])(=[O:71])[CH3:72].[C:74]([O-:75])(=[O:76])[CH3:77].[CH:32]([OH:33])=[O:34].[F:1][c:2]1[cH:3][cH:4][c:5]([C:6](=[O:7])[c:8]2[c:9]3[cH:10][cH:11][c:12]([S:26](=[O:27])(=[O:28])[CH3:29])[cH:13][c:14]3[cH:15][cH:16][c:17]2[O:18][S:19]([C:20]([F:21])([F:22])[F:23])(=[O:24])=[O:25])[cH:30][cH:31]1.[O:64]=[CH:65][N:66]([CH3:67])[CH3:68].[Pd+2:73].[c:35]1([P:36]([c:37]2[cH:38][cH:39][cH:40][cH:41][cH:42]2)[CH2:43][CH2:44][CH2:45][P:46]([c:47]2[cH:48][cH:49][cH:50][cH:51][cH:52]2)[c:53]2[cH:54][cH:55][cH:56][cH:57][cH:58]2)[cH:59][cH:60][cH:61][cH:62][cH:63]1>>[F:1][c:2]1[cH:3][cH:4][c:5]([C:6](=[O:7])[c:8]2[c:9]3[cH:10][cH:11][c:12]([S:26](=[O:27])(=[O:28])[CH3:29])[cH:13][c:14]3[cH:15][cH:16][cH:17]2)[cH:30][cH:31]1. The reactants are C(=O)(C(F)(F)F)O (TFA), C1(CC1)CCOC1=NC(=C2N=C(N(C2=N1)C1OCCCC1)OC)N (2-[(2-Cyclopropylethyl)oxy]-8-methoxy-9-(tetrahydro-2H-pyran-2-yl)-9H-purin-6-amine), CCOC(=O)C (EtOAc). The solvent is CO (MeOH). The product is FC(C(=O)O)(F)F.C1(CC1)CCOC1=NC(=C2N=C(NC2=N1)OC)N (2-[(2-Cyclopropylethyl)oxy]-8-methoxy-9H-purin-6-amine trifluoroacetic acid salt). RXN SMILES: [CH:1]1([CH2:4][CH2:5][O:6][C:7]2[N:15]=[C:14]3[C:10]([N:11]=[C:12]([O:22][CH3:23])[N:13]3C3CCCCO3)=[C:9]([NH2:24])[N:8]=2)[CH2:3][CH2:2]1.[C:25]([OH:31])([C:27]([F:30])([F:29])[F:28])=[O:26].CCOC(C)=O>CO>[F:28][C:27]([F:30])([F:29])[C:25]([OH:31])=[O:26].[CH:1]1([CH2:4][CH2:5][O:6][C:7]2[N:15]=[C:14]3[C:10]([N:11]=[C:12]([O:22][CH3:23])[NH:13]3)=[C:9]([NH2:24])[N:8]=2)[CH2:3][CH2:2]1 |f:4.5|. Procedure details: 2-[(2-Cyclopropylethyl)oxy]-8-methoxy-9-(tetrahydro-2H-pyran-2-yl)-9H-purin-6-amine (845 mg) was dissolved in MeOH (10 mL) and TFA (1 mL) was added. The reaction was stirred over a weekend and was evaporated to dryness under reduced pressure to give a brown solid. EtOAc was added and the solid was filtered off and washed with more EtOAc (15 mL EtOAc used in total). The solid was then washed with Et2O (5 mL) and air-dried under suction to give the title compound as an off-white solid (937 mg). RXN SMILES: [C:23](=[O:24])([O-:25])[O-:26].[CH3:29][N:30]([CH3:31])[CH:32]=[O:33].[Cl:1][CH2:2][c:3]1[c:4]([CH3:11])[s:5][c:6]([CH3:10])[c:7]1[CH2:8][Cl:9].[K+:27].[K+:28].[c:12]1([CH3:22])[cH:13][cH:14][c:15]([S:18](=[O:19])(=[O:20])[NH2:21])[cH:16][cH:17]1>>[CH2:2]1[c:3]2[c:4]([CH3:11])[s:5][c:6]([CH3:10])[c:7]2[CH2:8][N:21]1[S:18]([c:15]1[cH:14][cH:13][c:12]([CH3:22])[cH:17][cH:16]1)(=[O:19])=[O:20]. Starting materials: O=C([O-])[O-], CN(C)C=O, Cc1sc(C)c(CCl)c1CCl, [K+], [K+], Cc1ccc(S(N)(=O)=O)cc1. Product: Cc1ccc(S(=O)(=O)N2Cc3c(C)sc(C)c3C2)cc1. Starting materials: COC=1SC=CC1.OC1(C(NC(NC1=O)=O)=O)C=1SC(=CC1)OC (5-Hydroxy-5-(5-methoxy-2-thienyl)-2,4,6(1H,3H,5H)-pyrimidinetrione 2-Methoxythiophene), N1C(=O)NC(=O)C(=O)C1=O (alloxan), C(CCC)[Li] (butyl lithium), CCCCCC (hexane). Solvent: O1CCCC1 (tetrahydrofuran), CCOCC (ether). Reaction conditions: time 1 hour. The product is OC1(C(NC(NC1=O)=O)=O)C=1SC(=CC1)OC (5-hydroxy-5-(5-methoxy-2-thienyl)-2,4,6(1H,3H,5H)-pyrimidinetrione). Yield: 27.3%. As a reaction SMILES: COC1SC=CC=1.[OH:8][C:9]1([C:18]2[S:19][C:20]([O:23][CH3:24])=[CH:21][CH:22]=2)[C:14](=[O:15])[NH:13][C:12](=[O:16])[NH:11][C:10]1=[O:17].C([Li])CCC.CCCCCC.N1C(=O)C(=O)C(=O)NC1=O>O1CCCC1.CCOCC>[OH:8][C:9]1([C:18]2[S:19][C:20]([O:23][CH3:24])=[CH:21][CH:22]=2)[C:10](=[O:17])[NH:11][C:12](=[O:16])[NH:13][C:14]1=[O:15] |f:0.1|. Reported procedure: 5-Hydroxy-5-(5-methoxy-2-thienyl)-2,4,6(1H,3H,5H)-pyrimidinetrione 2-Methoxythiophene (2.3 g., 20 mmoles) was dissolved in 35 ml. of ether. With cooling, butyl lithium in hexane (2.4 M, 9 ml., 21.6 mmoles) was added dropwise over 15 minutes, the temperature rising as high as 35° C. during this addition. The reaction mixture was stirred for 1 hour at room temperature. While maintaining the temperature between -20° and -15° C., sublimed alloxan (3 g., 21 mmoles) in 20 ml. of tetrahydrofuran was ad... Reactants: [Cl-].[NH4+] (Ammonium chloride), OC1CC2CC(OC3=C2C(=CC(=C3)C(CCCCCC)(C)C)O1)(C)C (2-Hydroxy-5,5-dimethyl-8-(1,1-dimethylheptyl)-3,3a,4,5-tetrahydro-2H-pyrano[4,3,2-de]benzopyran), COC1=C(C=CC(=C1)CNCCCNCCCCNCCCN)O.OC1C(OC2=CC(=CC3=C2C1CCO3)C(CCCCCC)(C)C)(C)C (dl-5 hydroxy-2,2-dimethyl-8-(1,1-dimethylheptyl)-3,3a,4,5-tetrahydro-2H-pyrano[4,3,2-de]benzopyran), C[Mg]I (methylmagnesium iodide). The solvent is C(C)OCC (diethyl ether). Yields the product COC1=C(C=CC(=C1)CNCCCNCCCCNCCCN)O.OC1C(OC2=C(C1CC(C)O)C=CC(=C2)C(CCCCCC)(C)C)(C)C (dl-5 Hydroxy-4-(2-hydroxypropyl)-2,2-dimethyl-7-(1,1-dimethylheptyl)-3,4-dihydro-2H-benzopyran). The yield is 58.3%. Reaction SMILES: O[CH:2]1OC2=CC(C(C)(C)CCCCCC)=CC3=C2C(CC(C)(C)O3)C1.[CH3:26][O:27][C:28]1[CH:33]=[C:32]([CH2:34][NH:35][CH2:36][CH2:37][CH2:38][NH:39][CH2:40][CH2:41][CH2:42][CH2:43][NH:44][CH2:45][CH2:46][CH2:47][NH2:48])[CH:31]=[CH:30][C:29]=1[OH:49].[OH:50][CH:51]1[CH:60]2[CH2:61][CH2:62][O:63][C:58]3=[C:59]2[C:54](=[CH:55][C:56]([C:64]([CH3:72])([CH3:71])[CH2:65][CH2:66][CH2:67][CH2:68][CH2:69][CH3:70])=[CH:57]3)[O:53][C:52]1([CH3:74])[CH3:73].C[Mg]I.[Cl-].[NH4+]>C(OCC)C>[CH3:26][O:27][C:28]1[CH:33]=[C:32]([CH2:34][NH:35][CH2:36][CH2:37][CH2:38][NH:39][CH2:40][CH2:41][CH2:42][CH2:43][NH:44][CH2:45][CH2:46][CH2:47][NH2:48])[CH:31]=[CH:30][C:29]=1[OH:49].[OH:50][CH:51]1[CH:60]([CH2:61][CH:62]([OH:63])[CH3:2])[C:59]2[CH:58]=[CH:57][C:56]([C:64]([CH3:72])([CH3:71])[CH2:65][CH2:66][CH2:67][CH2:68][CH2:69][CH3:70])=[CH:55][C:54]=2[O:53][C:52]1([CH3:74])[CH3:73] |f:1.2,4.5,7.8|. Procedure details: The hemiacetal obtained in Example 6, dl-5-hydroxy-2,2-dimethyl-8-(1,1-dimethylheptyl)-3,3a,4,5-tetrahydro-2H-pyrano[4,3,2-de]benzopyran, (491 mg, 1.42 mmole) was dissolved in 10 ml of diethyl ether and cooled in an ice bath for 15 minutes. From a syringe 1.58 ml of 2.9M methylmagnesium iodide was added slowly with stirring. The reaction mixture was allowed to warm to room temperature and stirred for three hours. Ammonium chloride crystals (ca. 100 mg) was added to consume the unreacted Grignard... The reactants are BrC1=C(C=CC(=C1)SC)CCCBr (3-(2-bromo-4-methylthiophenyl)propyl bromide), NC1=NC=CC=N1 (2-aminopyrimidine). Solvent: C=1(C(=CC=CC1)C)C (xylene), C=1(C(=CC=CC1)C)C (xylene). The product is [Br-].NC1=[N+](C=CC=N1)CCCC1=C(C=C(C=C1)SC)Br (2-amino-1-[3-(2-bromo-4-methylthiophenyl)propyl]-pyrimidinium bromide). Yield: 98.4%. Reaction SMILES: [Br:1][C:2]1[CH:7]=[C:6]([S:8][CH3:9])[CH:5]=[CH:4][C:3]=1[CH2:10][CH2:11][CH2:12]Br.[NH2:14][C:15]1[N:20]=[CH:19][CH:18]=[CH:17][N:16]=1>C1(C)C(C)=CC=CC=1>[Br-:1].[NH2:14][C:15]1[N:20]=[CH:19][CH:18]=[CH:17][N+:16]=1[CH2:12][CH2:11][CH2:10][C:3]1[CH:4]=[CH:5][C:6]([S:8][CH3:9])=[CH:7][C:2]=1[Br:1] |f:3.4|. Procedure details: To a solution of 154.0 g of 3-(2-bromo-4-methylthiophenyl)propyl bromide in 400 ml of dry xylene, is added a solution of 70.0 g of 2-aminopyrimidine in 300 ml of dry xylene and the mixture is heated under reflux for about 18 hours. The cooled xylene solution is decanted from the crystalline solid, the solid is triturated with 200 ml of 2-propanol and filtered to give 117.0 g of crude product. Recrystallization of the latter from 2-propanol gives about 98.0 g of 2-amino-1-[3-(2-bromo-4-methylthio...